From a dataset of the Open Reaction Database (ORD), a public repository of structured organic reaction records. describe an organic reaction: reactants, conditions, products, and yield Yield: 58.9%. Product: FC=1C=C2C(C(NC2=CC1)=O)=C1OCC2=CC(=CC=C12)CCC(=O)O (3-[1-(5-Fluoro-2-oxo-1,2-dihydro-indol-3-ylidene)-1,3-dihydro-isobenzofuran-5-yl]-propionic acid). Procedure details: To a stirred solution of 5-fluorooxindole (218 mg, 1.44 mmol) in anhydrous THF (10 ml) under nitrogen was added 1.0M LiHMDS/THF solution (2.9 ml, 2.9 mmol). After the mixture was stirred at room temperature for 10 minutes, 3-(1-Oxo-1,3-dihydro-isobenzofuran-5-yl)-propionic acid (100 mg, 0.48 mmol) was added. After the mixture was stirred at room temperature for 2 hours, 1 M sulfuric acid solution (10 ml) was added. The mixture was heated at 60° C. for 2 hours, and then poured into 150 ml of wate... Conditions: time 10 minute. Reaction SMILES: [F:1][C:2]1[CH:3]=[C:4]2[C:8](=[CH:9][CH:10]=1)[NH:7][C:6](=[O:11])[CH2:5]2.[Li+].C[Si]([N-][Si](C)(C)C)(C)C.C1COCC1.O=[C:28]1[C:36]2[C:31](=[CH:32][C:33]([CH2:37][CH2:38][C:39]([OH:41])=[O:40])=[CH:34][CH:35]=2)[CH2:30][O:29]1.S(=O)(=O)(O)O>C1COCC1.O>[F:1][C:2]1[CH:3]=[C:4]2[C:8](=[CH:9][CH:10]=1)[NH:7][C:6](=[O:11])[C:5]2=[C:28]1[C:36]2[C:31](=[CH:32][C:33]([CH2:37][CH2:38][C:39]([OH:41])=[O:40])=[CH:34][CH:35]=2)[CH2:30][O:29]1 |f:1.2.3|. Solvent: C1CCOC1 (THF), O (water). The reactants are FC=1C=C2CC(NC2=CC1)=O (5-fluorooxindole), [Li+].C[Si](C)(C)[N-][Si](C)(C)C.C1CCOC1 (LiHMDS THF), S(O)(O)(=O)=O (sulfuric acid), O=C1OCC2=CC(=CC=C12)CCC(=O)O (3-(1-Oxo-1,3-dihydro-isobenzofuran-5-yl)-propionic acid).